This data is from the Open Reaction Database (ORD), a public repository of structured organic reaction records. The task is: describe an organic reaction: reactants, conditions, products, and yield Starting materials: COC(=O)C1=C(C(=CC=C1)[N+](=O)[O-])CS(=O)(=O)N=C=O (2-(Methoxycarbonyl)-6 -nitrophenylmethanesulfonyl isocyanate), COC1=NC(=NC(=C1)OC)N (4,6-dimethoxy-2-aminopyrimidine), C(CCC)Cl (n-butyl chloride). Solvent: C(Cl)Cl (methylene chloride). Yields the product COC1=NC(=NC(=C1)OC)NC(=O)NS(=O)(=O)CC1=C(C(=O)OC)C=CC=C1[N+](=O)[O-] (2-[[[(4,6-Dimethoxypyrimidin-2-yl)aminocarbonyl]aminosulfonyl]methyl]-3-nitrobenzoic acid, methyl ester). As a reaction SMILES: [CH3:1][O:2][C:3]([C:5]1[CH:10]=[CH:9][CH:8]=[C:7]([N+:11]([O-:13])=[O:12])[C:6]=1[CH2:14][S:15]([N:18]=[C:19]=[O:20])(=[O:17])=[O:16])=[O:4].[CH3:21][O:22][C:23]1[CH:28]=[C:27]([O:29][CH3:30])[N:26]=[C:25]([NH2:31])[N:24]=1.C(Cl)CCC>C(Cl)Cl>[CH3:21][O:22][C:23]1[CH:28]=[C:27]([O:29][CH3:30])[N:26]=[C:25]([NH:31][C:19]([NH:18][S:15]([CH2:14][C:6]2[C:7]([N+:11]([O-:13])=[O:12])=[CH:8][CH:9]=[CH:10][C:5]=2[C:3]([O:2][CH3:1])=[O:4])(=[O:17])=[O:16])=[O:20])[N:24]=1. Reported procedure: A solution of the sulfonyl isocyanate from Example 6 (approximately 1.2 g) and 0.55 g of 4,6-dimethoxy-2-aminopyrimidine in 5 ml methylene chloride was stirred at room temperature for 4 hours. The reaction mixture was then filtered and the filtrate concentrated in vacuo to give a gummy solid. Trituration with warm n-butyl chloride gave a tan solid which was filtered and washed with ethyl acetate. The yield of 2-[[(4,6-dimethoxypyrimidin-2-yl)aminocarbonyl]aminosulfonyl]methyl-3-nitrobenzoic acid... The reactants are CC=1NC(=CN1)C1=CC=C(C=C1)S(=O)(=O)C (2-methyl-5-[4-(methylsulfonyl)phenyl]-1H-imidazole), IN1C(CCC1=O)=O (N-iodosuccinimide). Conditions: temperature 25 celsius, time 1 hour. The product is IC=1N=C(NC1C1=CC=C(C=C1)S(=O)(=O)C)C (4-iodo-2-methyl-5-[4-(methylsulfonyl)phenyl]-1H-imidazole). Reaction SMILES: [CH3:1][C:2]1[NH:3][C:4]([C:7]2[CH:12]=[CH:11][C:10]([S:13]([CH3:16])(=[O:15])=[O:14])=[CH:9][CH:8]=2)=[CH:5][N:6]=1.[I:17]N1C(=O)CCC1=O>>[I:17][C:5]1[N:6]=[C:2]([CH3:1])[NH:3][C:4]=1[C:7]1[CH:8]=[CH:9][C:10]([S:13]([CH3:16])(=[O:15])=[O:14])=[CH:11][CH:12]=1. Procedure: To the product of Step 2 (750 mg, 3.2 mmol) in 10 mL of CFI3CN was added N-iodosuccinimide (710 mg, 3.2 mmol). The mixture was stirred at 25° C. for 1 h, cooled to −20° C. The precipitate was collected by filtration, washed with cold Et2O and dried to give 4-iodo-2-methyl-5-[4-(methylsulfonyl)phenyl]-1H-imidazole. LCMS: [M+1]+=362.9. Reactants: S(=O)(=O)(C1=CC=C(C)C=C1)Cl (TsCl), BrC=1N=C(C(=NC1)N)C#C[Si](C)(C)C (5-bromo-3-((trimethylsilyl)ethynyl)pyrazin-2-amine), [H-].[Na+] (NaH), BrC=1C(=NC=C(N1)Br)N (3,5-dibromopyrazin-2-amine), C(#C)[Si](C)(C)C (ethynyltrimethylsilane), ice. Solvent: CN(C)C=O (DMF). Run at time 15 minute. Product: BrC=1N=C2C(=NC1)N(C=C2)S(=O)(=O)C2=CC=C(C)C=C2 (2-bromo-5-tosyl-5H-pyrrolo[2,3-b]pyrazine). The yield is 52.0%. As a reaction SMILES: [Br:1][C:2]1[N:3]=[C:4]([C:9]#[C:10][Si](C)(C)C)[C:5]([NH2:8])=[N:6][CH:7]=1.BrC1C(N)=NC=C(Br)N=1.C([Si](C)(C)C)#C.[H-].[Na+].[S:32](Cl)([C:35]1[CH:41]=[CH:40][C:38]([CH3:39])=[CH:37][CH:36]=1)(=[O:34])=[O:33]>CN(C=O)C>[Br:1][C:2]1[N:3]=[C:4]2[CH:9]=[CH:10][N:8]([S:32]([C:35]3[CH:41]=[CH:40][C:38]([CH3:39])=[CH:37][CH:36]=3)(=[O:34])=[O:33])[C:5]2=[N:6][CH:7]=1 |f:3.4|. Procedure details: To a solution of 5-bromo-3-((trimethylsilyl)ethynyl)pyrazin-2-amine (3.00 g, 11.1 mmol, prepared using A from 3,5-dibromopyrazin-2-amine with ethynyltrimethylsilane) in DMF (60 mL) at about 0° C. was added 60 wt % NaH (0.577 g, 14.4 mmol) in three portions. After about 15 min, TsCl (2.75 g, 14.4 mmol) was added and the mixture was allowed to warm slowly to rt. After about 16 h, the mixture was poured into ice-cold water (120 mL) and the precipitate was collected by vacuum filtration. The crude s... The reactants are C=O (formaldehyde), O=C(C(=O)OCC)C(C(=O)OCC)C1=CC(=CC=C1)Cl (diethyl 2-oxo-3-(3-chlorophenyl)succinate). Yields the product ClC=1C=C(C=CC1)C(C(=O)OCC)=C (Ethyl 2-(3-chlorophenyl)acrylate). RXN SMILES: C=O.O=[C:4]([CH:10]([C:16]1[CH:21]=[CH:20][CH:19]=[C:18]([Cl:22])[CH:17]=1)[C:11]([O:13][CH2:14][CH3:15])=[O:12])C(OCC)=O>>[Cl:22][C:18]1[CH:17]=[C:16]([C:10](=[CH2:4])[C:11]([O:13][CH2:14][CH3:15])=[O:12])[CH:21]=[CH:20][CH:19]=1. Procedure: The title compound is prepared according to the method of Klioze and Ehrgott (U.S. Pat. No. 4,216,218) from formaldehyde and diethyl 2-oxo-3-(3-chlorophenyl)succinate (Example 26, Part A). The yield is 72.0%. The solvent is O1CCCC1. Yields the product N1=C(OC2=C1C=CC=C2B3OC(C)(C)C(O3)(C)C)C4=CC=C(OC)C=C4. Reactants: N1=C(OC=2C=CC=CC12)C3=CC=C(OC)C=C3. Conditions: temperature 25 celsius, time 24 hour. Reagents/catalysts: N=1C=C(C(=C2C=CC3=C(N=CC(=C3C)C)C12)C)C, O1B(OC(C)(C)C1(C)C)B2OC(C)(C)C(O2)(C)C, C[OH2+].C[OH2+].C1CC=CCCC=C1.C1CC=CCCC=C1.[Ir].[Ir].